This data is from the Open Reaction Database (ORD), a public repository of structured organic reaction records. The task is: describe an organic reaction: reactants, conditions, products, and yield The reactants are C1CCOC1, CCOC(=O)CSCC1(c2ccc(C)cc2)OCC(C)(C)CO1, [Li+], [OH-], O. Yields the product Cc1ccc(C2(CSCC(=O)O)OCC(C)(C)CO2)cc1. Reaction SMILES: [CH2:26]1[O:27][CH2:28][CH2:29][CH2:30]1.[CH3:1][C:2]1([CH3:23])[CH2:3][O:4][C:5]([c:8]2[cH:9][cH:10][c:11]([CH3:14])[cH:12][cH:13]2)([CH2:15][S:16][CH2:17][C:18](=[O:19])[O:20][CH2:21][CH3:22])[O:6][CH2:7]1.[Li+:25].[OH-:24].[OH2:31]>>[CH3:1][C:2]1([CH3:23])[CH2:3][O:4][C:5]([c:8]2[cH:9][cH:10][c:11]([CH3:14])[cH:12][cH:13]2)([CH2:15][S:16][CH2:17][C:18](=[O:19])[OH:20])[O:6][CH2:7]1. Starting materials: C(CCC)[Li] (butyl lithium), ClC=1C=C(C=CC1)CC1=C(C(=CS1)C(=O)O)OCCO[Si](C)(C)C(C)(C)C (5-[(3-Chlorophenyl)methyl]-4-{2-[(1,1-dimethylethyl)-dimethylsilyl]oxyethoxy}thiophene-3carboxylic acid), [Cl-].[NH4+] (ammonium chloride), COCC(=O)N(C)OC (2,N-Dimethoxy-N-methylacetamide). Solvent: hexanes, O1CCCC1 (tetrahydrofuran), O1CCCC1 (tetrahydrofuran), O1CCCC1 (tetrahydrofuran). Conditions: temperature -20 celsius. The product is ClC=1C=C(C=CC1)CC1=C(C2=C(C(=NN(C2=O)C)COC)S1)OCCO (2-[(3-Chlorophenyl)methyl]-3-(2-hydroxyethoxy)-7-(methoxymethyl)-5-methylthieno[2,3-d]pyridazin-4(5H)-one). Reaction SMILES: [CH2:1]([Li])CCC.Cl[C:7]1[CH:8]=[C:9]([CH2:13][C:14]2[S:18][CH:17]=[C:16]([C:19](O)=[O:20])[C:15]=2[O:22][CH2:23][CH2:24][O:25][Si](C(C)(C)C)(C)C)[CH:10]=[CH:11][CH:12]=1.CO[CH2:35][C:36]([N:38](OC)[CH3:39])=[O:37].[Cl-:42].[NH4+:43]>O1CCCC1>[Cl:42][C:7]1[CH:8]=[C:9]([CH2:13][C:14]2[S:18][C:17]3[C:16]([CH2:19][O:20][CH3:1])=[N:43][N:38]([CH3:39])[C:36](=[O:37])[C:35]=3[C:15]=2[O:22][CH2:23][CH2:24][OH:25])[CH:10]=[CH:11][CH:12]=1 |f:3.4|. Reported procedure: 2.0M butyl lithium in hexanes (1 ml) was diluted with tetrahydrofuran (3 ml) and cooled to −20° C. 5-[(3-Chlorophenyl)methyl]-4-{2-[(1,1-dimethylethyl)-dimethylsilyl]oxyethoxy}thiophene-3carboxylic acid in tetrahydrofuran (1 ml of 1M solution) was added slowly. The solution was mixed for 10 minutes and then 1 mmol of 2,N-Dimethoxy-N-methylacetamide in 1 ml of tetrahydrofuran was added. The solution was mixed for 10 minutes and was then added to 5 m of ammonium chloride solution. The reaction mix... Reactants: COc1ccc(CCNC(=O)C(F)(F)F)cc1OC, CI, [H-], [Na+], [Na+], C1CCOC1, [OH-]. Product: COc1ccc(CCN(C)C(=O)C(F)(F)F)cc1OC. As a reaction SMILES: [CH3:1][O:2][c:3]1[cH:4][c:5]([CH2:11][CH2:12][NH:13][C:14]([C:15]([F:16])([F:17])[F:18])=[O:19])[cH:6][cH:7][c:8]1[O:9][CH3:10].[CH3:22][I:23].[H-:20].[Na+:21].[Na+:25].[O:26]1[CH2:27][CH2:28][CH2:29][CH2:30]1.[OH-:24]>>[CH3:1][O:2][c:3]1[cH:4][c:5]([CH2:11][CH2:12][N:13]([C:14]([C:15]([F:16])([F:17])[F:18])=[O:19])[CH3:22])[cH:6][cH:7][c:8]1[O:9][CH3:10]. Reactants: C(C)(C)(C)C=1N=C(C2=C(N1)N(N=N2)CC)N2CC(CC2)(F)F (5-tert-Butyl-7-(3,3-difluoro-pyrrolidin-1-yl)-3-ethyl-3H-[1,2,3]triazolo[4,5-d]pyrimidine), C(C)(C)(C)C=1N=C(C2=C(N1)NN=N2)N2CC1(COC1)C2 (5-tert-Butyl-7-(2-oxa-6-aza-spiro[3.3]hept-6-yl)-3H-[1,2,3]triazolo[4,5-d]pyrimidine), ClC=1C(=NC=CC1)CCl (3-chloro-2-(chloromethyl)pyridine). The product is C(C)(C)(C)C=1N=C(C2=C(N1)N(N=N2)CC2=NC=CC=C2Cl)N2CC1(COC1)C2 (5-tert-Butyl-3-(3-chloro-pyridin-2-ylmethyl)-7-(2-oxa-6-aza-spiro[3.3]hept-6-yl)-3H-[1,2,3]triazolo[4,5-d]pyrimidine). RXN SMILES: C(C1N=C(N2CCC(F)(F)C2)C2N=NN(CC)C=2N=1)(C)(C)C.[C:23]([C:27]1[N:28]=[C:29]([N:36]2[CH2:42][C:38]3([CH2:41][O:40][CH2:39]3)[CH2:37]2)[C:30]2[N:35]=[N:34][NH:33][C:31]=2[N:32]=1)([CH3:26])([CH3:25])[CH3:24].[Cl:43][C:44]1[C:45]([CH2:50]Cl)=[N:46][CH:47]=[CH:48][CH:49]=1>>[C:23]([C:27]1[N:28]=[C:29]([N:36]2[CH2:37][C:38]3([CH2:39][O:40][CH2:41]3)[CH2:42]2)[C:30]2[N:35]=[N:34][N:33]([CH2:50][C:45]3[C:44]([Cl:43])=[CH:49][CH:48]=[CH:47][N:46]=3)[C:31]=2[N:32]=1)([CH3:26])([CH3:24])[CH3:25]. Procedure details: In analogy to the procedure described for the synthesis of 5-tert-butyl-7-(3,3-difluoropyrrolidin-1-yl)-3-ethyl-3H-[1,2,3]triazolo[4,5-d]pyrimidine (example 61), the title compound was prepared from 5-tert-Butyl-7-(2-oxa-6-aza-spiro[3.3]hept-6-yl)-3H-[1,2,3]triazolo[4,5-d]pyrimidine and 3-chloro-2-(chloromethyl)pyridine and isolated as light-brown gum. MS (m/e): 400.3 (MH+). The reactants are C1(CC1)CN1[C@H]2[C@@]3([C@@H](CC(C[C@@]3(C=3C=C(C=CC3C2)OC)CC1)=O)C)OC (17-Cyclopropylmethyl-3,14-dimethoxy 8α-methylmorphinan-6-one), B(Br)(Br)Br (boron tribromide), C(Cl)(Cl)Cl (chloroform), C(Cl)(Cl)Cl (chloroform), ice, [OH-].[NH4+] (ammonium hydroxide). Solvent: CO (methanol), C(C)OCC (diethyl ether). Reaction conditions: time 20 minute. Yields the product Cl.C1(CC1)CN1[C@H]2[C@@]3([C@@H](CC(C[C@@]3(C=3C=C(C=CC3C2)O)CC1)=O)C)OC (17-cyclopropylmethyl-3-hydroxy-14-methoxy-8α-methylmorphinan-6-one hydrochloride). Reaction SMILES: [CH:1]1([CH2:4][N:5]2[CH2:23][CH2:22][C@@:12]34[C:13]5[CH:14]=[C:15]([O:20]C)[CH:16]=[CH:17][C:18]=5[CH2:19][C@@H:6]2[C@:7]3([O:26][CH3:27])[C@H:8]([CH3:25])[CH2:9][C:10](=[O:24])[CH2:11]4)[CH2:3][CH2:2]1.B(Br)(Br)Br.[OH-].[NH4+].C(Cl)(Cl)[Cl:35]>CO.C(OCC)C>[ClH:35].[CH:1]1([CH2:4][N:5]2[CH2:23][CH2:22][C@@:12]34[C:13]5[CH:14]=[C:15]([OH:20])[CH:16]=[CH:17][C:18]=5[CH2:19][C@@H:6]2[C@:7]3([O:26][CH3:27])[C@H:8]([CH3:25])[CH2:9][C:10](=[O:24])[CH2:11]4)[CH2:2][CH2:3]1 |f:2.3,7.8|. Procedure: A solution of 17-cyclopropylmethyl-3,14-dimethoxy -8α-methylmorphinan-6-one (30) (0.323 g, 0.874 mmol) in chloroform (5 ml) was slowly added over a 2 to 3 minute period to a solution of boron tribromide (1.266 g, 5.053 mmol) in chloroform. A tan colored precipitate formed, and the mixture was stirred for an additional 20 minutes. The mixture was then poured carefully into a mixture of ice (8 g) and ammonium hydroxide (4 ml). After stirring the mixture at 0° to 5° C. for 40 minutes, the layers we... The reactants are COc1ccc(CCC2(C3CCCC3)CC(=O)C(Cl)C(=O)O2)cc1Cl, O, Sc1ncc[nH]1. Yields the product COc1ccc(CCC2(C3CCCC3)CC(O)=C(Sc3ncc[nH]3)C(=O)O2)cc1Cl. RXN SMILES: [Cl:1][CH:2]1[C:3](=[O:25])[O:4][C:5]([CH:9]2[CH2:10][CH2:11][CH2:12][CH2:13]2)([CH2:14][CH2:15][c:16]2[cH:17][c:18]([Cl:24])[c:19]([O:22][CH3:23])[cH:20][cH:21]2)[CH2:6][C:7]1=[O:8].[OH2:32].[SH:26][c:27]1[nH:28][cH:29][cH:30][n:31]1>>[C:2]1([S:26][c:27]2[nH:28][cH:29][cH:30][n:31]2)=[C:7]([OH:8])[CH2:6][C:5]([CH:9]2[CH2:10][CH2:11][CH2:12][CH2:13]2)([CH2:14][CH2:15][c:16]2[cH:17][c:18]([Cl:24])[c:19]([O:22][CH3:23])[cH:20][cH:21]2)[O:4][C:3]1=[O:25]. The reactants are C(C)NC(NC1=CC=C(C=C1)C=1N=C(C2=C(N1)CN(CC2)C(=O)OC(C)(C)C)N2[C@H](COCC2)C)=O ((S)-tert-butyl 2-(4-(3-ethylureido)phenyl)-4-(3-methylmorpholino)-5,6-dihydropyrido[3,4-d]pyrimidine-7(8H)-carboxylate), CNC(=O)NC1=CC=C(C=C1)B1OC(C(O1)(C)C)(C)C (1-methyl-3-(4-(4,4,5,5-tetramethyl-1,3,2-dioxaborolan-2-yl)phenyl)urea), ClC=1N=C(C2=C(N1)CN(CC2)C(=O)OC(C)(C)C)N2[C@H](COCC2)C ((S)-tert-butyl 2-chloro-4-(3-methylmorpholino)-5,6-dihydropyrido[3,4-d]pyrimidine-7(8H)-carboxylate). The product is CNC(=O)NC1=CC=C(C=C1)C=1N=C(C2=C(N1)CNCC2)N2[C@H](COCC2)C ((S)-1-methyl-3-(4-(4-(3-methylmorpholino)-5,6,7,8-tetrahydropyrido[3,4-d]pyrimidin-2-yl)phenyl)urea). RXN SMILES: [CH2:1]([NH:3][C:4](=[O:36])[NH:5][C:6]1[CH:11]=[CH:10][C:9]([C:12]2[N:13]=[C:14]([N:29]3[CH2:34][CH2:33][O:32][CH2:31][C@@H:30]3[CH3:35])[C:15]3[CH2:21][CH2:20][N:19](C(OC(C)(C)C)=O)[CH2:18][C:16]=3[N:17]=2)=[CH:8][CH:7]=1)C.CNC(NC1C=CC(B2OC(C)(C)C(C)(C)O2)=CC=1)=O.ClC1N=C(N2CCOC[C@@H]2C)C2CCN(C(OC(C)(C)C)=O)CC=2N=1>>[CH3:1][NH:3][C:4]([NH:5][C:6]1[CH:7]=[CH:8][C:9]([C:12]2[N:13]=[C:14]([N:29]3[CH2:34][CH2:33][O:32][CH2:31][C@@H:30]3[CH3:35])[C:15]3[CH2:21][CH2:20][NH:19][CH2:18][C:16]=3[N:17]=2)=[CH:10][CH:11]=1)=[O:36]. Procedure: Method as described for intermediate 5 using 1-methyl-3-(4-(4,4,5,5-tetramethyl-1,3,2-dioxaborolan-2-yl)phenyl)urea and intermediate 4 as starting materials. Followed by method as described for example 3 step 2. RXN SMILES: [O:1]1[CH:5]=[CH:4][CH:3]=[C:2]1[C:6]1[O:7][C:8]([CH3:33])=[C:9]([CH2:11][O:12][C:13]2[CH:30]=[CH:29][C:16]([CH2:17][O:18][C:19]3[C:23]([CH:24]=O)=[CH:22][N:21]([CH2:26][CH2:27][OH:28])[N:20]=3)=[CH:15][C:14]=2[O:31][CH3:32])[N:10]=1.[CH2:34]([P:43](=[O:50])([O:47][CH2:48][CH3:49])[O:44][CH2:45][CH3:46])P(=O)(OCC)OCC.CN(C)C=O.[H-].[Na+]>O>[O:1]1[CH:5]=[CH:4][CH:3]=[C:2]1[C:6]1[O:7][C:8]([CH3:33])=[C:9]([CH2:11][O:12][C:13]2[CH:30]=[CH:29][C:16]([CH2:17][O:18][C:19]3[C:23](/[CH:24]=[CH:34]/[P:43](=[O:50])([O:44][CH2:45][CH3:46])[O:47][CH2:48][CH3:49])=[CH:22][N:21]([CH2:26][CH2:27][OH:28])[N:20]=3)=[CH:15][C:14]=2[O:31][CH3:32])[N:10]=1 |f:3.4|. Run at time 15 hour. Solvent: O (Water). Reactants: O1C(=CC=C1)C=1OC(=C(N1)COC1=C(C=C(COC2=NN(C=C2C=O)CCO)C=C1)OC)C (3-[(4-{[2-(2-furyl)-5-methyl-1,3-oxazol-4-yl]methoxy}-3-methoxybenzyl)oxy]-1-(2-hydroxyethyl)-1H-pyrazole-4-carbaldehyde), C(P(OCC)(OCC)=O)P(OCC)(OCC)=O (tetraethyl methylenediphosphonate), CN(C=O)C (N,N-dimethylformamide), [H-].[Na+] (sodium hydride). Reported procedure: To a mixture of 3-[(4-{[2-(2-furyl)-5-methyl-1,3-oxazol-4-yl]methoxy}-3-methoxybenzyl)oxy]-1-(2-hydroxyethyl)-1H-pyrazole-4-carbaldehyde (0.50 g), tetraethyl methylenediphosphonate (0.30 g) and N,N-dimethylformamide (15 mL) was added sodium hydride (60% in oil, 0.060 g) at room temperature, and the mixture was stirred at the same temperature for 15 hrs. Water was poured into the reaction mixture, and the mixture was extracted with ethyl acetate. The organic layer was washed with saturated brine,... The product is O1C(=CC=C1)C=1OC(=C(N1)COC1=C(C=C(COC2=NN(C=C2/C=C/P(OCC)(OCC)=O)CCO)C=C1)OC)C (diethyl (E)-2-[3-[(4-{[2-(2-furyl)-5-methyl-1,3-oxazol-4-yl]methoxy}-3-methoxybenzyl)oxy]-1-(2-hydroxyethyl)-1H-pyrazol-4-yl]ethenylphosphonate). Isolated yield 9.8%.